This data is from the Open Reaction Database (ORD), a public repository of structured organic reaction records. The task is: describe an organic reaction: reactants, conditions, products, and yield Starting materials: CCCCCCCCCCOc1ccc(-c2ccc(C#CC(C)(C)O)cc2)cc1, Cc1ccccc1. Yields the product C#Cc1ccc(-c2ccc(OCCCCCCCCCC)cc2)cc1. As a reaction SMILES: [CH2:1]([CH2:2][CH2:3][CH2:4][CH2:5][CH2:6][CH2:7][CH2:8][CH2:9][CH3:10])[O:11][c:12]1[cH:13][cH:14][c:15](-[c:18]2[cH:19][cH:20][c:21]([C:24]#[C:25][C:26]([OH:27])([CH3:28])[CH3:29])[cH:22][cH:23]2)[cH:16][cH:17]1.[CH3:30][c:31]1[cH:32][cH:33][cH:34][cH:35][cH:36]1>>[CH2:1]([CH2:2][CH2:3][CH2:4][CH2:5][CH2:6][CH2:7][CH2:8][CH2:9][CH3:10])[O:11][c:12]1[cH:13][cH:14][c:15](-[c:18]2[cH:19][cH:20][c:21]([C:24]#[CH:25])[cH:22][cH:23]2)[cH:16][cH:17]1. Product: COc1ccc(C=C(CSC(C)=O)C(=O)NCCC(=O)OCc2ccccc2)cc1. Reaction SMILES: [C:1]([CH3:2])(=[O:3])[S:4][CH2:5][C:6]([C:7](=[O:8])[OH:9])=[CH:10][c:11]1[cH:12][cH:13][c:14]([O:17][CH3:18])[cH:15][cH:16]1.[NH2:19][CH2:20][CH2:21][C:22](=[O:23])[O:24][CH2:25][c:26]1[cH:27][cH:28][cH:29][cH:30][cH:31]1>>[C:1]([CH3:2])(=[O:3])[S:4][CH2:5][C:6]([C:7](=[O:9])[NH:19][CH2:20][CH2:21][C:22](=[O:23])[O:24][CH2:25][c:26]1[cH:27][cH:28][cH:29][cH:30][cH:31]1)=[CH:10][c:11]1[cH:12][cH:13][c:14]([O:17][CH3:18])[cH:15][cH:16]1. Reactants: COc1ccc(C=C(CSC(C)=O)C(=O)O)cc1, NCCC(=O)OCc1ccccc1. Reactants: C, CCO, CN(CCCN(C)C(=O)Cc1ccc([N+](=O)[O-])cc1)C(=O)COC1Cc2ccccc2C12CCN(CCC1(c3ccc(F)cc3)CN(C(=O)c3cc(C(F)(F)F)cc(C(F)(F)F)c3)CO1)CC2, [Pd]. Yields the product CN(CCCN(C)C(=O)Cc1ccc(N)cc1)C(=O)COC1Cc2ccccc2C12CCN(CCC1(c3ccc(F)cc3)CN(C(=O)c3cc(C(F)(F)F)cc(C(F)(F)F)c3)CO1)CC2. RXN SMILES: [C:71].[CH3:68][CH2:69][OH:70].[F:1][C:2]([c:3]1[cH:4][c:5]([C:6](=[O:7])[N:8]2[CH2:9][O:10][C:11]([c:13]3[cH:14][cH:15][c:16]([F:19])[cH:17][cH:18]3)([CH2:20][CH2:21][N:22]3[CH2:23][CH2:24][C:25]4([CH:26]([O:34][CH2:35][C:36](=[O:37])[N:38]([CH2:39][CH2:40][CH2:41][N:42]([C:43]([CH2:44][c:45]5[cH:46][cH:47][c:48]([N+:51]([O-:52])=[O:53])[cH:49][cH:50]5)=[O:54])[CH3:55])[CH3:56])[CH2:27][c:28]5[cH:29][cH:30][cH:31][cH:32][c:33]54)[CH2:57][CH2:58]3)[CH2:12]2)[cH:59][c:60]([C:62]([F:63])([F:64])[F:65])[cH:61]1)([F:66])[F:67].[Pd:72]>>[F:1][C:2]([c:3]1[cH:4][c:5]([C:6](=[O:7])[N:8]2[CH2:9][O:10][C:11]([c:13]3[cH:14][cH:15][c:16]([F:19])[cH:17][cH:18]3)([CH2:20][CH2:21][N:22]3[CH2:23][CH2:24][C:25]4([CH:26]([O:34][CH2:35][C:36](=[O:37])[N:38]([CH2:39][CH2:40][CH2:41][N:42]([C:43]([CH2:44][c:45]5[cH:46][cH:47][c:48]([NH2:51])[cH:49][cH:50]5)=[O:54])[CH3:55])[CH3:56])[CH2:27][c:28]5[cH:29][cH:30][cH:31][cH:32][c:33]54)[CH2:57][CH2:58]3)[CH2:12]2)[cH:59][c:60]([C:62]([F:63])([F:64])[F:65])[cH:61]1)([F:66])[F:67]. Reactants: COC(=O)N(Cc1cc(SC)cc(C(F)(F)F)c1)Cc1cc(C(F)(F)F)ccc1-c1cc(C(C)C)ccc1OC, ClCCl, [Na+], O=C(OO)c1cccc(Cl)c1, O=S([O-])O. Product: COC(=O)N(Cc1cc(S(C)=O)cc(C(F)(F)F)c1)Cc1cc(C(F)(F)F)ccc1-c1cc(C(C)C)ccc1OC. Reaction SMILES: [CH3:1][O:2][C:3]([N:4]([CH2:5][c:6]1[cH:7][c:8]([S:16][CH3:17])[cH:9][c:10]([C:12]([F:13])([F:14])[F:15])[cH:11]1)[CH2:18][c:19]1[c:20](-[c:29]2[c:30]([O:38][CH3:39])[cH:31][cH:32][c:33]([CH:35]([CH3:36])[CH3:37])[cH:34]2)[cH:21][cH:22][c:23]([C:25]([F:26])([F:27])[F:28])[cH:24]1)=[O:40].[Cl:57][CH2:58][Cl:59].[Na+:56].[OH:41][O:42][C:43]([c:44]1[cH:45][c:46]([Cl:47])[cH:48][cH:49][cH:50]1)=[O:51].[S:52](=[O:53])([OH:54])[O-:55]>>[CH3:1][O:2][C:3]([N:4]([CH2:5][c:6]1[cH:7][c:8]([S:16]([CH3:17])=[O:41])[cH:9][c:10]([C:12]([F:13])([F:14])[F:15])[cH:11]1)[CH2:18][c:19]1[c:20](-[c:29]2[c:30]([O:38][CH3:39])[cH:31][cH:32][c:33]([CH:35]([CH3:36])[CH3:37])[cH:34]2)[cH:21][cH:22][c:23]([C:25]([F:26])([F:27])[F:28])[cH:24]1)=[O:40]. Product: Nc1ccc2nc(C(F)F)n(-c3nc(N4CCOCC4)cc(N4CCOCC4)n3)c2c1. Reactants: O=[N+]([O-])c1ccc2c(c1)nc(C(F)F)n2-c1nc(N2CCOCC2)cc(N2CCOCC2)n1, FC(F)c1nc2ccccc2[nH]1, O=[N+]([O-])c1ccc2nc(C(F)F)n(-c3nc(N4CCOCC4)cc(N4CCOCC4)n3)c2c1. Reaction SMILES: [F:13][CH:14]([F:15])[c:16]1[n:17](-[c:18]2[n:19][c:20]([N:21]3[CH2:22][CH2:23][O:24][CH2:25][CH2:26]3)[cH:27][c:28]([N:29]3[CH2:30][CH2:31][O:32][CH2:33][CH2:34]3)[n:35]2)[c:36]2[cH:37][cH:38][c:39]([N+:40]([O-:41])=[O:42])[cH:43][c:44]2[n:45]1.[F:1][CH:2]([F:3])[c:4]1[nH:5][c:6]2[cH:7][cH:8][cH:9][cH:10][c:11]2[n:12]1.[F:46][CH:47]([c:48]1[n:49][c:50]2[c:51]([n:52]1-[c:53]1[n:54][c:55]([N:65]3[CH2:66][CH2:67][O:68][CH2:69][CH2:70]3)[cH:56][c:57]([N:59]3[CH2:60][CH2:61][O:62][CH2:63][CH2:64]3)[n:58]1)[cH:71][c:72]([N+:75]([O-:76])=[O:77])[cH:73][cH:74]2)[F:78]>>[F:46][CH:47]([c:48]1[n:49][c:50]2[c:51]([n:52]1-[c:53]1[n:54][c:55]([N:65]3[CH2:66][CH2:67][O:68][CH2:69][CH2:70]3)[cH:56][c:57]([N:59]3[CH2:60][CH2:61][O:62][CH2:63][CH2:64]3)[n:58]1)[cH:71][c:72]([NH2:75])[cH:73][cH:74]2)[F:78]. Yields the product O=C(O)COc1ccc(Cl)cc1C#Cc1ccc2c(c1)S(=O)(=O)CC2. RXN SMILES: [C:1]([CH3:2])([CH3:3])([CH3:4])[CH:5]([C:6](=[O:7])[O-:8])[O:9][c:10]1[c:11]([C:17]#[C:18][c:19]2[cH:20][c:21]3[c:22]([cH:28][cH:29]2)[CH2:23][CH2:24][S:25]3(=[O:26])=[O:27])[cH:12][c:13]([Cl:16])[cH:14][cH:15]1.[CH3:33][CH2:34][CH2:35][CH2:36][CH3:37].[Cl:30][CH2:31][Cl:32]>>[CH2:5]([C:6](=[O:7])[OH:8])[O:9][c:10]1[c:11]([C:17]#[C:18][c:19]2[cH:20][c:21]3[c:22]([cH:28][cH:29]2)[CH2:23][CH2:24][S:25]3(=[O:26])=[O:27])[cH:12][c:13]([Cl:16])[cH:14][cH:15]1. Reactants: CC(C)(C)C(Oc1ccc(Cl)cc1C#Cc1ccc2c(c1)S(=O)(=O)CC2)C(=O)[O-], CCCCC, ClCCl. Reactants: ClC1=NC(=NC2=CC(=C(C=C12)OC)OC)C (4-chloro-6,7-dimethoxy-2-methylquinazoline), NC=1C=C([Se]C1C)C(=O)[O-] (4-amino-5-methylselenophene-2-carboxylate), C(C)(C)O (isopropanol), O (water). Run at time 16 hour. Product: COC=1C=C2C(=NC(=NC2=CC1OC)C)NC=1C=C([Se]C1C)C(=O)OC (Methyl 4-(6,7-dimethoxy-2-methylquinazolin-4-ylamino)-5-methylselenophene-2-carboxylate). Isolated yield 57.0%. Reaction SMILES: Cl[C:2]1[C:11]2[C:6](=[CH:7][C:8]([O:14][CH3:15])=[C:9]([O:12][CH3:13])[CH:10]=2)[N:5]=[C:4]([CH3:16])[N:3]=1.[NH2:17][C:18]1[CH:19]=[C:20]([C:24]([O-:26])=[O:25])[Se:21][C:22]=1[CH3:23].O.[CH:28](O)(C)C>>[CH3:13][O:12][C:9]1[CH:10]=[C:11]2[C:6](=[CH:7][C:8]=1[O:14][CH3:15])[N:5]=[C:4]([CH3:16])[N:3]=[C:2]2[NH:17][C:18]1[CH:19]=[C:20]([C:24]([O:26][CH3:28])=[O:25])[Se:21][C:22]=1[CH3:23]. Procedure: To a solution of 4-chloro-6,7-dimethoxy-2-methylquinazoline (From example 24; 700 mg, 2.93 mmol) in isopropanol (20 mL) was added 4-amino-5-methylselenophene-2-carboxylate (1.3 g, 5.8 mmol) at rt and the mixture was stirred at rt for 16 h. The mixture was poured into ice cooled water and stirred for 10 min. The solution was extracted with EtOAc (3×100 mL) and the combined layer was washed with water, brine and dried over sodium sulfate. The solution was filtered and evaporated the solvent. The r... Reactants: BrN1C(=O)N(C(=O)C1(C)C)Br (1,3-dibromo-5,5-dimethylhydantoin), C(C)(=O)C1=CC(=C2C(=NC=NN21)N)C2=CC=C(C=C2)NC(=O)NC2=C(C=CC(=C2)C(F)(F)F)F (N-[4-(7-acetyl-4-aminopyrrolo[2,1-f][1,2,4]triazin-5-yl)phenyl]-N′-[2-fluoro-5-(trifluoromethyl)phenyl]urea), C[Si](C)(C)OS(=O)(=O)C(F)(F)F (trimethylsilyltriflate), C(C)(C)N(CC)C(C)C (diisopropylethyl amine). Run in C1CCOC1 (THF). Conditions: time 1 hour. The product is BrCC(=O)C1=CC(=C2C(=NC=NN21)N)C2=CC=C(C=C2)NC(=O)NC2=C(C=CC(=C2)C(F)(F)F)F (N-[4-(7-bromoacetyl-4-aminopyrrolo[2,1-f][1,2,4]triazin-5-yl)phenyl]-N′-[2-fluoro-5-(trifluoromethyl)phenyl]urea). Yield: 70.0%. Reaction SMILES: [C:1]([C:4]1[N:12]2[C:7]([C:8]([NH2:13])=[N:9][CH:10]=[N:11]2)=[C:6]([C:14]2[CH:19]=[CH:18][C:17]([NH:20][C:21]([NH:23][C:24]3[CH:29]=[C:28]([C:30]([F:33])([F:32])[F:31])[CH:27]=[CH:26][C:25]=3[F:34])=[O:22])=[CH:16][CH:15]=2)[CH:5]=1)(=[O:3])[CH3:2].C(N(C(C)C)CC)(C)C.C[Si](OS(C(F)(F)F)(=O)=O)(C)C.[Br:56]N1C(C)(C)C(=O)N(Br)C1=O>C1COCC1>[Br:56][CH2:2][C:1]([C:4]1[N:12]2[C:7]([C:8]([NH2:13])=[N:9][CH:10]=[N:11]2)=[C:6]([C:14]2[CH:19]=[CH:18][C:17]([NH:20][C:21]([NH:23][C:24]3[CH:29]=[C:28]([C:30]([F:33])([F:32])[F:31])[CH:27]=[CH:26][C:25]=3[F:34])=[O:22])=[CH:16][CH:15]=2)[CH:5]=1)=[O:3]. Procedure details: A suspension of Example 100 in THF (5 mL) was cooled to −78° C. and treated with diisopropylethyl amine (0.424 mL, 2.57 mmol) followed by trimethylsilyltriflate (0.421 mL, 2.177 mmol). The reaction was allowed to warm to rt over 30 min, then cooled again to −78° C. and treated with 1,3-dibromo-5,5-dimethylhydantoin (62 mg, 0.218 mmol). The reaction was allowed to stir for 1 h at −78 C, then warmed to rt and quenched with methanol (200 uL) and diluted with ethyl acetate and 1N sodium sulfite solu... The reactants are BrCC(=O)C=1C(=NOC1C)C1=CC=CC=C1 (4-(bromoacetyl)-5-methyl-3-phenylisoxazole), NC1=NC=CC(=C1)C (2-amino-4-methylpyridine). Product: CC1=CC=2N(C=C1)C=C(N2)C=2C(=NOC2C)C2=CC=CC=C2 (7-Methyl-2-(5-methyl-3-phenyl-isoxazol-4-yl)-imidazo[1,2-a]pyridine). Isolated yield 19.0%. As a reaction SMILES: Br[CH2:2][C:3]([C:5]1[C:6]([C:11]2[CH:16]=[CH:15][CH:14]=[CH:13][CH:12]=2)=[N:7][O:8][C:9]=1[CH3:10])=O.[NH2:17][C:18]1[CH:23]=[C:22]([CH3:24])[CH:21]=[CH:20][N:19]=1>>[CH3:24][C:22]1[CH:21]=[CH:20][N:19]2[CH:2]=[C:3]([C:5]3[C:6]([C:11]4[CH:16]=[CH:15][CH:14]=[CH:13][CH:12]=4)=[N:7][O:8][C:9]=3[CH3:10])[N:17]=[C:18]2[CH:23]=1. Procedure: As described for Example 2, 4-(bromoacetyl)-5-methyl-3-phenylisoxazole (commercially available) (140 mg, 0.5 mmol) was converted, using 2-amino-4-methylpyridine instead of 2-amino-3-methylpyridine, to the title compound (22 mg, 19%) which was obtained as a yellow solid. MS: m/e=290.0 [M+H]+.